This data is from the Open Reaction Database (ORD), a public repository of structured organic reaction records. The task is: describe an organic reaction: reactants, conditions, products, and yield The reactants are Nc1cccc(OCc2ccccc2)c1, Cl, N#CN, C1COCCO1. Yields the product N=C(N)Nc1cccc(OCc2ccccc2)c1. RXN SMILES: [CH2:1]([c:2]1[cH:3][cH:4][cH:5][cH:6][cH:7]1)[O:8][c:9]1[cH:10][c:11]([NH2:12])[cH:13][cH:14][cH:15]1.[ClH:19].[NH2:16][C:17]#[N:18].[O:20]1[CH2:21][CH2:22][O:23][CH2:24][CH2:25]1>>[CH2:1]([c:2]1[cH:3][cH:4][cH:5][cH:6][cH:7]1)[O:8][c:9]1[cH:10][c:11]([NH:12][C:17](=[NH:16])[NH2:18])[cH:13][cH:14][cH:15]1. Starting materials: [Cl-].[Al+3].[Cl-].[Cl-] (aluminum chloride), FC1=CC(=CC=C1)F (1,3-difluorobenzene), ice, O (water), C(C)(=O)N1CCC(C(=O)Cl)CC1 (N-acetylisonipecotyl chloride). Solvent: CCCCC (pentane). Yields the product C(C)(=O)N1CCC(CC1)C(C1=C(C=C(C=C1)F)F)=O (1-Acetyl-4-(2,4-difluorobenzoyl)piperidine). The yield is 65.9%. RXN SMILES: [Cl-].[Al+3].[Cl-].[Cl-].[F:5][C:6]1[CH:11]=[CH:10][CH:9]=[C:8]([F:12])[CH:7]=1.[C:13]([N:16]1[CH2:24][CH2:23][CH:19]([C:20](Cl)=[O:21])[CH2:18][CH2:17]1)(=[O:15])[CH3:14].O>CCCCC>[C:13]([N:16]1[CH2:17][CH2:18][CH:19]([C:20](=[O:21])[C:9]2[CH:10]=[CH:11][C:6]([F:5])=[CH:7][C:8]=2[F:12])[CH2:23][CH2:24]1)(=[O:15])[CH3:14] |f:0.1.2.3|. Procedure: To a slurry of 6.6 g of aluminum chloride and 20 ml of 1,3-difluorobenzene was added, with stirring at ambient temperature, 5.0 g of N-acetylisonipecotyl chloride. The reaction mixture was heated under reflux for 11/2 hrs and then poured onto 100 ml of ice and water. The mixture was extracted with chloroform. The chloroform fractions were combined, washed with water and dried over anhydrous magnesium sulfate and filtered. Evaporation of the filtrate gave an oil. Trituration of the oil with penta... Reactants: C1CCCCC1 (cyclohexane), carboxylic acid, OCCCCCC(=O)O (6-hydroxycaproic acid), 1,4-cyclohexanediols. Run in O (water). Yields the product C(CCCCCO)O (1,6-Hexanediol), C1(CCCCC1)=O.C1(CCCCC1)O (cyclohexanone cyclohexanol). As a reaction SMILES: [OH:1][CH2:2][CH2:3][CH2:4][CH2:5][CH2:6][C:7]([OH:9])=[O:8].C1CCCCC1>O>[CH2:7]([OH:8])[CH2:6][CH2:5][CH2:4][CH2:3][CH2:2][OH:1].[C:7]1(=[O:9])[CH2:2][CH2:3][CH2:4][CH2:5][CH2:6]1.[CH:7]1([OH:9])[CH2:2][CH2:3][CH2:4][CH2:5][CH2:6]1 |f:4.5|. Procedure: 1,6-Hexanediol is prepared from a carboxylic acid mixture comprising adipic acid, 6-hydroxycaproic acid and small amounts of 1,4-cyclohexanediols which is obtained as a by-product in the oxidation of cyclohexane to cyclohexanone/cyclohexanol by water extraction of the reaction mixture, by esterification of the acids and hydrogenation wherein